describe an organic reaction: reactants, conditions, products, and yield From a dataset of the Open Reaction Database (ORD), a public repository of structured organic reaction records. Starting materials: C(=O)C1CCN(CC1)C1=CC=C(C=C1)[N+](=O)[O-] (4-formyl-1-(4-nitrophenyl)piperidine), C(C1=CC=CC=C1)NC (N-benzyl-N-methylamine), C(C)(=O)O (acetic acid), C(#N)[BH3-].[Na+] (sodium cyanoborohydride). The product is C(C1=CC=CC=C1)N(C)CC1CCN(CC1)C1=CC=C(C=C1)[N+](=O)[O-] (4-(N-Benzyl-N-methylaminomethyl)-1-(4-nitrophenyl)piperidine). Reaction SMILES: [CH:1]([CH:3]1[CH2:8][CH2:7][N:6]([C:9]2[CH:14]=[CH:13][C:12]([N+:15]([O-:17])=[O:16])=[CH:11][CH:10]=2)[CH2:5][CH2:4]1)=O.[CH2:18]([NH:25][CH3:26])[C:19]1[CH:24]=[CH:23][CH:22]=[CH:21][CH:20]=1.C(O)(=O)C.C([BH3-])#N.[Na+]>>[CH2:18]([N:25]([CH2:1][CH:3]1[CH2:8][CH2:7][N:6]([C:9]2[CH:14]=[CH:13][C:12]([N+:15]([O-:17])=[O:16])=[CH:11][CH:10]=2)[CH2:5][CH2:4]1)[CH3:26])[C:19]1[CH:24]=[CH:23][CH:22]=[CH:21][CH:20]=1 |f:3.4|. Procedure: 4.0 g (17.1 mmol) of 4-formyl-1-(4-nitrophenyl)piperidine, 2.1 g (17.1 mmol) of N-benzyl-N-methylamine, 1.0 g (17.1 mmol) of acetic acid and 1.1 g (17.1 mmol) of sodium cyanoborohydride were reacted as in Example 1. The reactants are Cc1cc(Br)cc(Br)c1, N#C[Cu]C#N, N, CN(C)C=O, O, c1ccncc1. The product is Cc1cc(Br)cc(C#N)c1. Reaction SMILES: [Br:1][c:2]1[cH:3][c:4]([Br:9])[cH:5][c:6]([CH3:8])[cH:7]1.[Cu:10]([C:11]#[N:12])[C:13]#[N:14].[NH3:21].[O:23]=[CH:24][N:25]([CH3:26])[CH3:27].[OH2:22].[cH:15]1[cH:16][cH:17][n:18][cH:19][cH:20]1>>[c:2]1([C:11]#[N:12])[cH:3][c:4]([Br:9])[cH:5][c:6]([CH3:8])[cH:7]1. Starting materials: [BH4-], C1CCOC1, CC1Cc2c(cccc2-c2ccccc2)C1=O, CO, Cl, [Na+]. RXN SMILES: [BH4-:18].[CH2:21]1[O:22][CH2:23][CH2:24][CH2:25]1.[CH3:1][CH:2]1[C:3](=[O:17])[c:4]2[cH:5][cH:6][cH:7][c:8](-[c:11]3[cH:12][cH:13][cH:14][cH:15][cH:16]3)[c:9]2[CH2:10]1.[CH3:26][OH:27].[ClH:20].[Na+:19]>>[CH3:1][C:2]1=[CH:3][c:4]2[cH:5][cH:6][cH:7][c:8](-[c:11]3[cH:12][cH:13][cH:14][cH:15][cH:16]3)[c:9]2[CH2:10]1. Yields the product CC1=Cc2cccc(-c3ccccc3)c2C1. The reactants are ( 0 ), C(CCC)OC1=C(C=CC=C1)Br (n-butyloxybromobenzene), C(C)(C)(C)N1CCNCC1 (tert-butyl piperazine), CC(C)([O-])C.[Na+] (sodium tert-butoxide). The reagents and catalysts are C=1C=CC(=CC1)P(C=2C=CC=CC2)C3=CC=C4C=CC=CC4=C3C5=C6C=CC=CC6=CC=C5P(C=7C=CC=CC7)C=8C=CC=CC8 (BINAP). Solvent: C1(=CC=CC=C1)C (toluene). Yields the product ethyl acetate hexanes, C1(=CC=CC=C1)N1CCNCC1 (phenyl-piperazine). The yield is 157.1%. Reaction SMILES: C(O[C:6]1[CH:11]=[CH:10][CH:9]=[CH:8][C:7]=1Br)CCC.C([N:17]1[CH2:22][CH2:21][NH:20][CH2:19][CH2:18]1)(C)(C)C.CC(C)([O-])C.[Na+]>C1(C)C=CC=CC=1.C1C=CC(P(C2C(C3C(P(C4C=CC=CC=4)C4C=CC=CC=4)=CC=C4C=3C=CC=C4)=C3C(C=CC=C3)=CC=2)C2C=CC=CC=2)=CC=1>[C:6]1([N:17]2[CH2:22][CH2:21][NH:20][CH2:19][CH2:18]2)[CH:7]=[CH:8][CH:9]=[CH:10][CH:11]=1 |f:2.3|. Procedure: Part A: To a solution of n-butyloxybromobenzene (5.00 g, 21.82 mmol) in toluene (50 mL) was added tert-butyl piperazine (4.88 g, 26.18 mmol) and sodium tert-butoxide (2.94 g, 30.55 mmol). After stirring at ambient temperature for several minutes, BINAP (0.408 g, 0.655 mmol) and tris(dibenzyldeneacetone)-dipallidium (0) (0.200 g, 0.218 mmol) were added. The resulting mixture was heated to eighty degrees Celsius for 21 hours. After cooling to ambient temperature, the reaction mixture was filtered ... Reactants: NC1=C2N=C(N(C2=NC(=N1)SCCC1OCCO1)CC1=CC=CC=C1)O (6-Amino-9-benzyl-2-[2-(1,3-dioxolan-2-yl)ethyl)thio-8-hydroxypurine), C(O)([O-])=O.[Na+] (sodium hydrogen carbonate). Run at temperature 70 celsius, time 7 hour. Reported procedure: 6-Amino-9-benzyl-2-[2-(1,3-dioxolan-2-yl)ethyl)thio-8-hydroxypurine (74 mg, 0.20 mmol) was dissolved in a mixture of 3.3N hydrochloric acid (1 ml) and tetrahydrofuran (4 ml). The solution was stirred at 70° C. for 7 hours and then neutralized with aqueous sodium hydrogen carbonate. After removal of tetrahydrofuran in vacuo, the resulting crystals were filtered, purified by silica gel chromatography (5% methanol/chloroform) to give the subject compound (17 mg, yield 44%). As a reaction SMILES: [NH2:1][C:2]1[N:10]=[C:9]([S:11][CH2:12][CH2:13][CH:14]2OCC[O:15]2)[N:8]=[C:7]2[C:3]=1[N:4]=[C:5]([OH:26])[N:6]2[CH2:19][C:20]1[CH:25]=[CH:24][CH:23]=[CH:22][CH:21]=1.C(=O)([O-])O.[Na+]>Cl.O1CCCC1>[NH2:1][C:2]1[N:10]=[C:9]([S:11][CH2:12][CH2:13][CH:14]=[O:15])[N:8]=[C:7]2[C:3]=1[N:4]=[C:5]([OH:26])[N:6]2[CH2:19][C:20]1[CH:25]=[CH:24][CH:23]=[CH:22][CH:21]=1 |f:1.2|. The solvent is Cl (hydrochloric acid), O1CCCC1 (tetrahydrofuran). The yield is 25.8%. Product: NC1=C2N=C(N(C2=NC(=N1)SCCC=O)CC1=CC=CC=C1)O (6-Amino-9-benzyl-2-(2-formylethylthio)-8-hydroxypurine). Isolated yield 76.0%. The product is FC1=CC=C(OC2=CC=C(C=C2)S(=O)(=O)N2C(C3=CC=C(C=C3CC2)OCCCN2CCN(CC2)C)C(=O)OC)C=C1 (Methyl 2-[4-(4-fluorophenoxy)benzenesulfonyl]-6-[3-(4-methylpiperazin-1-yl)propoxy]-1,2,3,4-tetrahydroisoquinoline-1-carboxylate). Reaction SMILES: [F:1][C:2]1[CH:32]=[CH:31][C:5]([O:6][C:7]2[CH:12]=[CH:11][C:10]([S:13]([N:16]3[CH2:25][CH2:24][C:23]4[C:18](=[CH:19][CH:20]=[C:21]([OH:26])[CH:22]=4)[CH:17]3[C:27]([O:29][CH3:30])=[O:28])(=[O:15])=[O:14])=[CH:9][CH:8]=2)=[CH:4][CH:3]=1.C1(P(C2C=CC=CC=2)C2C=CC=CC=2)C=CC=CC=1.CCOC(/N=N/C(OCC)=O)=O.[CH3:64][N:65]1[CH2:70][CH2:69][N:68]([CH2:71][CH2:72][CH2:73]O)[CH2:67][CH2:66]1>C1COCC1>[F:1][C:2]1[CH:3]=[CH:4][C:5]([O:6][C:7]2[CH:8]=[CH:9][C:10]([S:13]([N:16]3[CH2:25][CH2:24][C:23]4[C:18](=[CH:19][CH:20]=[C:21]([O:26][CH2:73][CH2:72][CH2:71][N:68]5[CH2:69][CH2:70][N:65]([CH3:64])[CH2:66][CH2:67]5)[CH:22]=4)[CH:17]3[C:27]([O:29][CH3:30])=[O:28])(=[O:14])=[O:15])=[CH:11][CH:12]=2)=[CH:31][CH:32]=1. Conditions: time 18 hour. Procedure: 250 mg (0.55 mmol) of methyl 2-[4-(4-fluorophenoxy)benzenesulfonyl]-6-hydroxy-1,2,3,4-tetrahydroisoquinoline-1-carboxlate are dissolved in 5 ml of THF. At room temperature, 216 mg (0.825 mmol) of triphenylphosphine, 142 μl (0.825 mmol) of DEAD and 120 mg (0.825 mmol) of 3-(4-methylpiperazin-1-yl)propan-1-ol are added, and the solution is stirred at room temperature for 18 hours. The solvent is then removed, and the residue is chromatographed on silica gel, allowing the desired product to be isol... Solvent: C1CCOC1 (THF). Starting materials: C1(=CC=CC=C1)P(C1=CC=CC=C1)C1=CC=CC=C1 (triphenylphosphine), CCOC(=O)/N=N/C(=O)OCC (DEAD), CN1CCN(CC1)CCCO (3-(4-methylpiperazin-1-yl)propan-1-ol), FC1=CC=C(OC2=CC=C(C=C2)S(=O)(=O)N2C(C3=CC=C(C=C3CC2)O)C(=O)OC)C=C1 (methyl 2-[4-(4-fluorophenoxy)benzenesulfonyl]-6-hydroxy-1,2,3,4-tetrahydroisoquinoline-1-carboxlate). The reactants are CC1(N=CC2=CC(=C(C(=C2C1)C)O)C)C (3,3,5,7-Tetramethyl-3,4-dihydroisoquinolin-6-ol). The reagents and catalysts are [Ni] (RaNi). The solvent is CCO (EtOH). The product is CC1(NCC2=CC(=C(C(=C2C1)C)O)C)C (3,3,5,7-Tetramethyl-1,2,3,4-tetrahydroisoquinolin-6-ol). Reaction SMILES: [CH3:1][C:2]1([CH3:15])[CH2:11][C:10]2[C:5](=[CH:6][C:7]([CH3:14])=[C:8]([OH:13])[C:9]=2[CH3:12])[CH:4]=[N:3]1>CCO.[Ni]>[CH3:1][C:2]1([CH3:15])[CH2:11][C:10]2[C:5](=[CH:6][C:7]([CH3:14])=[C:8]([OH:13])[C:9]=2[CH3:12])[CH2:4][NH:3]1. Procedure: Imine 38 (1.00 g, 4.93 mmol) is hydrogenated (50 psi H2) over RaNi (spatula scoop, washed 3×with water and 3×with EtOH) in EtOH (20 mL) for 2 h at rt. Filtration of the reaction mixture through filter aid and evaporation of the solvent gives the amine as a light yellow solid (MW=205.3) which is used without further purification. Yield: 0.90 g (89%) . 1H NMR (CDCl3) 6.68 (s, 1), 3.95 (s, 2), 3.62 (br s, 2), 2.45 (s, 2), 2.21 (s, 3), 2.08 (s, 3), 1.20 (s, 6); 13C NMR (CDCl3) 150.43, 131.39, 125.87...